Dataset: the Open Reaction Database (ORD), a public repository of structured organic reaction records. Task: describe an organic reaction: reactants, conditions, products, and yield As a reaction SMILES: [Cl:1][C:2]1[CH:3]=[C:4]([C@@H:8]2[C@@H:13]([C:14]3[CH:19]=[CH:18][C:17]([Cl:20])=[CH:16][CH:15]=3)[NH:12][C:11](=[O:21])[C@:10]([CH2:23][CH:24]([OH:27])[CH2:25][OH:26])([CH3:22])[CH2:9]2)[CH:5]=[CH:6][CH:7]=1.CO[C:30](OC)([CH3:32])[CH3:31].CC1(C)C2(CS(O)(=O)=O)C(CC1CC2)=O>CN(C)C=O>[Cl:1][C:2]1[CH:3]=[C:4]([C@@H:8]2[C@@H:13]([C:14]3[CH:19]=[CH:18][C:17]([Cl:20])=[CH:16][CH:15]=3)[NH:12][C:11](=[O:21])[C@:10]([CH2:23][CH:24]3[CH2:25][O:26][C:30]([CH3:32])([CH3:31])[O:27]3)([CH3:22])[CH2:9]2)[CH:5]=[CH:6][CH:7]=1. Yields the product ClC=1C=C(C=CC1)[C@H]1C[C@](C(N[C@@H]1C1=CC=C(C=C1)Cl)=O)(C)CC1OC(OC1)(C)C ((3R,5R,6S)-5-(3-chlorophenyl)-6-(4-chlorophenyl)-3-((2,2-dimethyl-1,3-dioxolan-4-yl)methyl)-3-methylpiperidin-2-one). Solvent: CN(C=O)C (N,N-dimethylformamide). Run at time 1 hour. Reported procedure: To a solution of (3R,5R,6S)-5-(3-chlorophenyl)-6-(4-chlorophenyl)-3-(2,3-dihydroxypropyl)-3-methylpiperidin-2-one (Example 102, Step A) (4.900 g, 12.00 mmol) and 2,2-dimethoxypropane (14.76 mL, 120 mmol) in N,N-dimethylformamide (34 mL) at room temperature was added CSA (0.279 g, 1.200 mmol) and the reaction mixture was allowed to stir for 1 hr at room temperature. The reaction was quenched with sodium bicarbonate (100 mL) and EtOAc (100 mL). The layers were separated and the organic layer was w... Starting materials: ClC=1C=C(C=CC1)[C@H]1C[C@](C(N[C@@H]1C1=CC=C(C=C1)Cl)=O)(C)CC(CO)O ((3R,5R,6S)-5-(3-chlorophenyl)-6-(4-chlorophenyl)-3-(2,3-dihydroxypropyl)-3-methylpiperidin-2-one), COC(C)(C)OC (2,2-dimethoxypropane), CC1(C2CCC1(C(=O)C2)CS(=O)(=O)O)C (CSA). Reactants: CC=1C=NNC1 (4-methylpyrazole), oil, ClC1=NN=C(C2=CC=CC=C12)NC1=CC=C(C=C1)OC1=NC=CC=C1C1=NC(=NC=C1)NC (4-chloro-N-(4-(3-(2-(methylamino)pyrimidin-4-yl)pyridin-2-yloxy)phenyl)phthalazin-1-amine), C1CCOC1 (THF), [H-].[Na+] (sodium hydride). Run in O (water). Reaction conditions: temperature 0 celsius, time 15 minute. Yields the product CC=1C=NN(C1)C1=NN=C(C2=CC=CC=C12)NC1=CC=C(C=C1)OC1=NC=CC=C1C1=NC(=NC=C1)NC (4-(4-methyl-1H-pyrazol-1-yl)-N-(4-(3-(2-(methylamino)pyrimidin-4-yl)pyridin-2-yloxy)phenyl)phthalazin-1-amine). Reaction SMILES: [CH3:1][C:2]1[CH:3]=[N:4][NH:5][CH:6]=1.C1COCC1.[H-].[Na+].Cl[C:15]1[C:24]2[C:19](=[CH:20][CH:21]=[CH:22][CH:23]=2)[C:18]([NH:25][C:26]2[CH:31]=[CH:30][C:29]([O:32][C:33]3[C:38]([C:39]4[CH:44]=[CH:43][N:42]=[C:41]([NH:45][CH3:46])[N:40]=4)=[CH:37][CH:36]=[CH:35][N:34]=3)=[CH:28][CH:27]=2)=[N:17][N:16]=1>O>[CH3:1][C:2]1[CH:3]=[N:4][N:5]([C:15]2[C:24]3[C:19](=[CH:20][CH:21]=[CH:22][CH:23]=3)[C:18]([NH:25][C:26]3[CH:31]=[CH:30][C:29]([O:32][C:33]4[C:38]([C:39]5[CH:44]=[CH:43][N:42]=[C:41]([NH:45][CH3:46])[N:40]=5)=[CH:37][CH:36]=[CH:35][N:34]=4)=[CH:28][CH:27]=3)=[N:17][N:16]=2)[CH:6]=1 |f:2.3|. Procedure details: A dry resealable pressure bottle, under nitrogen, was charged with 4-methylpyrazole (0.086 ml, 1.05 mmol). To this was added THF (1.3 ml, 0.2 M) and reaction mixture cooled to 0° C. 60% wt sodium hydride in mineral oil (44.0 mg, 1.10 mmol) was added slowly. Reaction mixture stirred at 0° C. for 15 minutes and 4-chloro-N-(4-(3-(2-(methylamino)pyrimidin-4-yl)pyridin-2-yloxy)phenyl)phthalazin-1-amine (120 mg, 0.260 mmol) added slowly. Reaction kept at 0° C. for 10 minutes, then warmed up slowly to ...